From a dataset of the Open Reaction Database (ORD), a public repository of structured organic reaction records. describe an organic reaction: reactants, conditions, products, and yield Starting materials: C1CCOC1, CCO, [K+], [OH-], O, CCOC(=O)C1(C(=O)Nc2ccccc2)CC1. Yields the product O=C(O)C1(C(=O)Nc2ccccc2)CC1. Reaction SMILES: [CH2:23]1[O:24][CH2:25][CH2:26][CH2:27]1.[CH3:20][CH2:21][OH:22].[K+:19].[OH-:18].[OH2:28].[c:1]1([NH:7][C:8](=[O:9])[C:10]2([C:13](=[O:14])[O:15][CH2:16][CH3:17])[CH2:11][CH2:12]2)[cH:2][cH:3][cH:4][cH:5][cH:6]1>>[c:1]1([NH:7][C:8](=[O:9])[C:10]2([C:13](=[O:14])[OH:15])[CH2:11][CH2:12]2)[cH:2][cH:3][cH:4][cH:5][cH:6]1. The yield is 76.0%. Reaction SMILES: [OH-].[Na+].[NH2:3][C:4]1[CH:5]=[CH:6][C:7]([OH:17])=[C:8]([CH:16]=1)[C:9]([CH2:11][CH2:12][C:13]([OH:15])=[O:14])=[O:10].[C:18](OC(=O)C)(=[O:20])[CH3:19]>>[C:18]([NH:3][C:4]1[CH:5]=[CH:6][C:7]([OH:17])=[C:8]([CH:16]=1)[C:9]([CH2:11][CH2:12][C:13]([OH:15])=[O:14])=[O:10])(=[O:20])[CH3:19] |f:0.1|. Starting materials: [OH-].[Na+] (Sodium hydroxide), NC=1C=CC(=C(C(=O)CCC(=O)O)C1)O (3-(5-amino-2-hydroxybenzoyl)propionic acid), C(C)(=O)OC(C)=O (Acetic anhydride), solution. Product: C(C)(=O)NC=1C=CC(=C(C(=O)CCC(=O)O)C1)O (3-(5-acetamido-2-hydroxybenzoyl)propionic acid). Reported procedure: Sodium hydroxide solution (0.2 N) was added to 3-(5-amino-2-hydroxybenzoyl)propionic acid (2.4g) until all the solid had dissolved. Acetic anhydride (3.0 ml) was quickly added to the solution (pH 10) with vigorous stirring at 10°-15° C, after which the pH reading was in the range 4-5, and stirring was continued for a further 60 minutes. The precipitated solid was collected and washed with water and a second crop was obtained by evaporation of the filtrate and addition of water to the residue. Th... Conditions: time 60 minute. Isolated yield 6.0%. The solvent is O, O=S(C)C. Conditions: temperature 60 celsius, time 3 hour. Reported procedure: H2O2  (30%  in  H2O;  0.31  mL,  3.0  mmol)  was  added  dropwise  over  1-2  min  to  a  stirred  solution  of  1-methylbenzimidazole  1g  (100  mg,  1.0  mmol),  concentrated  H2SO4  (107  μL,  2.0  mmol),  3-iodooxetane  (368  mg,  2.0  mmol)  and  iron(II)  sulfate  heptahydrate (80 mg, 0.3 mmol) in DMSO (10 mL) at room temperature. After 30 min a further portion of iron(II) sulfate heptahydrate (200 mg, 0.75 mmol) and H2O2 (0.31 mL, 3.0 mmol) was added, and the mixture was stirred at room t... The product is N=1C=2C=CC=CC2N(C1C3COC3)C. Reactants: N1=CN(C=2C=CC=CC12)C, IC1COC1. Reagents/catalysts: O=S(=O)(O)O, OO, [Fe].O=S(=O)(O)O.O. The reactants are ClC1=NC2=CC=CC=C2N=C1C (2-Chloro-3-methylquinoxaline), product, CNC(=S)NC (N,N'-dimethylthiourea), C (Norit). Run in CO (methanol), CO (methanol). The product is Cl.CC=1C(=NC2=CC=CC=C2N1)SC(NC)=NC (N,N'-Dimethylcarbamimidothioic acid(3-methyl-2-quinoxalinyl)ester, hydrochloride). Reaction SMILES: [Cl:1][C:2]1[C:11]([CH3:12])=[N:10][C:9]2[C:4](=[CH:5][CH:6]=[CH:7][CH:8]=2)[N:3]=1.C.[CH3:14][NH:15][C:16]([NH:18][CH3:19])=[S:17]>CO>[ClH:1].[CH3:12][C:11]1[C:2]([S:17][C:16](=[N:15][CH3:14])[NH:18][CH3:19])=[N:3][C:4]2[C:9]([N:10]=1)=[CH:8][CH:7]=[CH:6][CH:5]=2 |f:4.5|. Procedure: 2-Chloro-3-methylquinoxaline (3.572 g., 0.02 mole) was dissolved in 17 ml. of methanol, treated with Norit and filtered. The filtrate was added to 2.084 g. (0.02 mole) N,N'-dimethylthiourea dissolved in 25 ml. of methanol. The solution was stirred at reflux for 4 hours, cooled, and evaporated to a solid residue. The residue was triturated successively with ether and acetone, filtered and dried to give 3.554 g., 62.8% of product, m.p. 130°-131.5°. The reactants are C=CCOn1c(=O)c2cc(F)c(N3CCCC3)cc2n(Cc2ccccc2)c1=O, ClCCl, [SiH3]c1ccccc1. Product: O=c1c2cc(F)c(N3CCCC3)cc2n(Cc2ccccc2)c(=O)n1O. As a reaction SMILES: [CH2:8]([CH:9]=[CH2:10])[O:11][n:12]1[c:13](=[O:36])[n:14]([CH2:29][c:30]2[cH:31][cH:32][cH:33][cH:34][cH:35]2)[c:15]2[cH:16][c:17]([N:24]3[CH2:25][CH2:26][CH2:27][CH2:28]3)[c:18]([F:23])[cH:19][c:20]2[c:21]1=[O:22].[Cl:37][CH2:38][Cl:39].[c:1]1([SiH3:2])[cH:3][cH:4][cH:5][cH:6][cH:7]1>>[OH:11][n:12]1[c:13](=[O:36])[n:14]([CH2:29][c:30]2[cH:31][cH:32][cH:33][cH:34][cH:35]2)[c:15]2[cH:16][c:17]([N:24]3[CH2:25][CH2:26][CH2:27][CH2:28]3)[c:18]([F:23])[cH:19][c:20]2[c:21]1=[O:22].